Dataset: the Open Reaction Database (ORD), a public repository of structured organic reaction records. Task: describe an organic reaction: reactants, conditions, products, and yield Reactants: CCOc1cc(CCN2CCN(C)CC2)ccc1[N+](=O)[O-], CCOC(C)=O, CO. The product is CCOc1cc(CCN2CCN(C)CC2)ccc1N. RXN SMILES: [CH3:1][N:2]1[CH2:3][CH2:4][N:5]([CH2:8][CH2:9][c:10]2[cH:11][c:12]([O:19][CH2:20][CH3:21])[c:13]([N+:16]([O-:17])=[O:18])[cH:14][cH:15]2)[CH2:6][CH2:7]1.[CH3:22][CH2:23][O:24][C:25]([CH3:26])=[O:27].[CH3:28][OH:29]>>[CH3:1][N:2]1[CH2:3][CH2:4][N:5]([CH2:8][CH2:9][c:10]2[cH:11][c:12]([O:19][CH2:20][CH3:21])[c:13]([NH2:16])[cH:14][cH:15]2)[CH2:6][CH2:7]1. Starting materials: N1(CCCCC1)CCCOC1=CC=C(C=C1)N (4-(3-piperidin-1-yl-propoxy)-phenylamine), FC=1C=C2C(C(NC2=CC1)=O)=CO (5-fluoro-3-hydroxymethylene-1,3-dihydro-indol-2-one). Product: FC=1C=C2C(C(NC2=CC1)=O)=CN(C1=CC=CC=C1)C1=CC=C(C=C1)OCCCN1CCCCC1 (5-Fluoro-3-{[4-(3-piperidin-1-yl-propoxy)-phenylamlino]-methylene}-1,3-dihydro-indol-2-one). The yield is 66.1%. Reaction SMILES: [N:1]1([CH2:7][CH2:8][CH2:9][O:10][C:11]2[CH:16]=[CH:15][C:14]([NH2:17])=[CH:13][CH:12]=2)[CH2:6][CH2:5][CH2:4][CH2:3][CH2:2]1.[F:18][C:19]1[CH:20]=[C:21]2[C:25](=[CH:26][CH:27]=1)[NH:24][C:23](=[O:28])[C:22]2=[CH:29]O>>[F:18][C:19]1[CH:20]=[C:21]2[C:25](=[CH:26][CH:27]=1)[NH:24][C:23](=[O:28])[C:22]2=[CH:29][N:17]([C:14]1[CH:13]=[CH:12][C:11]([O:10][CH2:9][CH2:8][CH2:7][N:1]2[CH2:2][CH2:3][CH2:4][CH2:5][CH2:6]2)=[CH:16][CH:15]=1)[C:11]1[CH:16]=[CH:15][CH:14]=[CH:13][CH:12]=1. Reported procedure: In a manner similar to that described in Example 231, 4-(3-piperidin-1-yl-propoxy)-phenylamine (0.57 g, 1.3 equiv.) and 5-fluoro-3-hydroxymethylene-1,3-dihydro-indol-2-one (0.363 g, 2 mmol, 1 equiv.) are reacted to give the named compound as a yellow solid (379 mg, 47%). The reactants are [H-].[Na+] (Sodium hydride), ClCC(CC(=O)OCC)=O (Ethyl 4-chloroacetoacetate), O1CCCC1 (tetrahydrofuran), Cl (hydrochloric acid), CC1=NC2=C(N1C(C)O)C=CC=C2 (2-Methylbenzimidazol-1-ylethanol), O1CCCC1 (tetrahydrofuran). Conditions: time 6 hour. Yields the product CC1=NC2=C(N1CCOCC(CC(=O)OCC)=O)C=CC=C2 (Ethyl 4-[2-(2-methylbenzimidazol-1-yl)ethoxy]-3-ketobutanoate). The yield is 59.0%. As a reaction SMILES: [H-].[Na+].[CH3:3][C:4]1[N:8]([CH:9](O)[CH3:10])[C:7]2[CH:12]=[CH:13][CH:14]=[CH:15][C:6]=2[N:5]=1.Cl[CH2:17][C:18](=[O:25])[CH2:19][C:20]([O:22][CH2:23][CH3:24])=[O:21].Cl.[O:27]1CCCC1>>[CH3:3][C:4]1[N:8]([CH2:9][CH2:10][O:27][CH2:17][C:18](=[O:25])[CH2:19][C:20]([O:22][CH2:23][CH3:24])=[O:21])[C:7]2[CH:12]=[CH:13][CH:14]=[CH:15][C:6]=2[N:5]=1 |f:0.1|. Procedure details: Sodium hydride (1.46 g, 80% suspension in oil) was suspended in dry tetrahydrofuran (60 ml) under nitrogen. 2-Methylbenzimidazol-1-ylethanol (4.3 g) was added and the suspension was sonicated at 40° C. for 2 hours. Ethyl 4-chloroacetoacetate (4.02 g) in tetrahydrofuran (20 ml) was added dropwise and sonication continued for a further 6 hours. The reaction was poured into 1N hydrochloric acid (50 ml), the tetrahydrofuran was removed under reduced pressure and the aqueous phase washed with toluene... Starting materials: C1(=CC=CC=C1)CC(C(=O)OCC)CC(=O)OCC (diethyl 2-(phenylmethyl)butanedioate), [H-].[Na+] (NaH), C1CCOC1 (THF), BrCC1=C2C(C(=O)NC2=O)=CC=C1 (bromomethyl phthalimide). Reaction conditions: time 30 minute. Product: O=C1N(C(C2=CC=CC=C12)=O)CC(C(=O)OCC)(CC(=O)OCC)CC1=CC=CC=C1 (diethyl 2-[(1,3-dioxo-1,3-dihydro-2H-isoindol-2-yl)methyl]-2-(phenylmethyl)butanedioate). Yield: 64.0%. As a reaction SMILES: [H-].[Na+].[C:3]1([CH2:9][CH:10]([CH2:16][C:17]([O:19][CH2:20][CH3:21])=[O:18])[C:11]([O:13][CH2:14][CH3:15])=[O:12])[CH:8]=[CH:7][CH:6]=[CH:5][CH:4]=1.BrC[C:24]1[CH:34]=[CH:33][CH:32]=[C:26]2[C:27]([NH:29][C:30](=[O:31])[C:25]=12)=[O:28].[CH2:35]1COCC1>>[O:31]=[C:30]1[C:25]2[C:26](=[CH:32][CH:33]=[CH:34][CH:24]=2)[C:27](=[O:28])[N:29]1[CH2:35][C:10]([CH2:9][C:3]1[CH:4]=[CH:5][CH:6]=[CH:7][CH:8]=1)([CH2:16][C:17]([O:19][CH2:20][CH3:21])=[O:18])[C:11]([O:13][CH2:14][CH3:15])=[O:12] |f:0.1|. Procedure: To a suspension of NaH (2.2 g, 54 mmole) in THF (200 mL) was added diethyl 2-(phenylmethyl)butanedioate (12.5 g, 49.9 mmole). After 30 min at RT, bromomethyl phthalimide was added to the reaction mixture and the contents were stirred for 14 h at RT. The reaction was quenched with H2O (15 mL), diluted with Et2O (300 mL) and layers separated. The organic layer was concentrated under vacuum and the resulting residue recrystallized from EtOH (0°) to give the title compound (13 g, 64%) as a white sol... Reactants: C(CCCCCCC)OC=1C(OC2=C(C1O)C(=CC=C2)O)=O (3-octyloxy-4,5-dihydroxy-2H-1-benzopyran-2-one), BrCCC(=O)OCC (ethyl 3-bromopropionate). Product: C(CCCCCCC)OC=1C(OC2=C(C1O)C(=CC=C2)OCCC(=O)OCC)=O (3-octyloxy-4-hydroxy-5-(2-ethoxycarbonylethoxy)-2H-1-benzopyran-2-one). As a reaction SMILES: [CH2:1]([O:9][C:10]1[C:11](=[O:22])[O:12][C:13]2[CH:20]=[CH:19][CH:18]=[C:17]([OH:21])[C:14]=2[C:15]=1[OH:16])[CH2:2][CH2:3][CH2:4][CH2:5][CH2:6][CH2:7][CH3:8].Br[CH2:24][CH2:25][C:26]([O:28][CH2:29][CH3:30])=[O:27]>>[CH2:1]([O:9][C:10]1[C:11](=[O:22])[O:12][C:13]2[CH:20]=[CH:19][CH:18]=[C:17]([O:21][CH2:24][CH2:25][C:26]([O:28][CH2:29][CH3:30])=[O:27])[C:14]=2[C:15]=1[OH:16])[CH2:2][CH2:3][CH2:4][CH2:5][CH2:6][CH2:7][CH3:8]. Reported procedure: In the same manner as in Reference Example 3, except that an equimolar amount of 3-octyloxy-4,5-dihydroxy-2H-1-benzopyran-2-one was used in place of 3-hexyloxy-4,5-dihydroxy-2H-1-benzopyran-2-one, and ethyl 3-bromopropionate was used in place of ethyl bromoacetate in Reference Example 3, 3-octyloxy-4-hydroxy-5-(2-ethoxycarbonylethoxy)-2H-1-benzopyran-2-one was obtained. Starting materials: BrCC1=CC(=NO1)C(=O)C1=CC=C(C=C1)F (5-bromomethylisoxazol-3-yl-4-fluorophenylmethanone), N1CCOCC1 (morpholine). Solvent: CCOCC (Et2O), CC(=O)C.CCOCC (acetone Et2O), CCOCC (Et2O). Conditions: time 20 hour. Product: N1(CCOCC1)CC1=CC(=NO1)C(=O)C1=CC=C(C=C1)F ((5-(Morpholin-4-yl)methylisoxazol-3-yl]-4-fluorophenylmethanone). Reaction SMILES: Br[CH2:2][C:3]1[O:7][N:6]=[C:5]([C:8]([C:10]2[CH:15]=[CH:14][C:13]([F:16])=[CH:12][CH:11]=2)=[O:9])[CH:4]=1.[NH:17]1[CH2:22][CH2:21][O:20][CH2:19][CH2:18]1>CCOCC.CC(C)=O.CCOCC>[N:17]1([CH2:2][C:3]2[O:7][N:6]=[C:5]([C:8]([C:10]3[CH:15]=[CH:14][C:13]([F:16])=[CH:12][CH:11]=3)=[O:9])[CH:4]=2)[CH2:22][CH2:21][O:20][CH2:19][CH2:18]1 |f:3.4|. Procedure: A solution of 4.5 g of (5-bromomethylisoxazol-3-yl-4-fluorophenylmethanone in 100 ml of Et2O was added dropwise to a solution of 7 ml of morpholine in 300 ml of 50% acetone/Et2O. The resulting mixture was stirred at room temperature for 20 hours. This mixture was filtered and the volatiles evaporated to give a residue which was dissolved in 600 ml of Et2O. The organic solution was washed with water until it became neutral and then with saturated NaCl, and dried over Na2SO4 and concentrated in va...